From a dataset of the Open Reaction Database (ORD), a public repository of structured organic reaction records. describe an organic reaction: reactants, conditions, products, and yield The reactants are FC=1C=C(C=NC1)C1=CC(=NC(=N1)SC)N1[C@H](COCC1)C ((S)-4-(6-(5-fluoropyridin-3-yl)-2-(methylthio)pyrimidin-4-yl)-3-methylmorpholine), CC1(OB(OC1(C)C)C1=CC=C(C=C1)[N+](=O)[O-])C (4,4,5,5-tetramethyl-2-(4-nitrophenyl)-1,3,2-dioxaborolane), ClC1=NC=CC(=N1)Cl (2,4-dichloropyrimidine). Product: ClC1=NC=CC(=N1)C1=CC=C(C=C1)[N+](=O)[O-] (2-chloro-4-(4-nitrophenyl)pyrimidine). The yield is 53.0%. Reaction SMILES: FC1C=C(C2N=C(SC)N=C(N3CCOC[C@@H]3C)C=2)C=NC=1.CC1(C)C(C)(C)OB([C:31]2[CH:36]=[CH:35][C:34]([N+:37]([O-:39])=[O:38])=[CH:33][CH:32]=2)O1.[Cl:41][C:42]1[N:47]=[C:46](Cl)[CH:45]=[CH:44][N:43]=1>>[Cl:41][C:42]1[N:47]=[C:46]([C:31]2[CH:32]=[CH:33][C:34]([N+:37]([O-:39])=[O:38])=[CH:35][CH:36]=2)[CH:45]=[CH:44][N:43]=1. Reported procedure: Method as described for intermediate 5 using 4,4,5,5-tetramethyl-2-(4-nitrophenyl)-1,3,2-dioxaborolane and 2,4-dichloropyrimidine. The mixture was purified using flash chromatography (0-100% EtOAc in petroleum ether 40-60) to afford the title compound (1.45 g, 53%) Starting materials: FC1=CC(=C(C=C1C)S(=O)(=O)Cl)[N+](=O)[O-] (4-fluoro-5-methyl-2-nitro-benzenesulfonyl chloride), N1=CC=CC=C1 (pyridine), FC1=CC(=C(C=C1C)S(=O)(=O)Cl)[N+](=O)[O-] (4-fluoro-5-methyl-2-nitro-benzenesulfonyl chloride), NC=1C=CC=C2C=CC=NC12 (8-aminoquinoline). The reagents and catalysts are CN(C)C=1C=CN=CC1 (DMAP). Solvent: C(Cl)Cl (DCM). Product: FC1=CC(=C(C=C1C)S(=O)(=O)NC=1C=CC=C2C=CC=NC12)[N+](=O)[O-] (4-Fluoro-5-methyl-2-nitro-N-quinolin-8-yl-benzenesulfonamide). Yield: 29.6%. RXN SMILES: [F:1][C:2]1[C:7]([CH3:8])=[CH:6][C:5]([S:9](Cl)(=[O:11])=[O:10])=[C:4]([N+:13]([O-:15])=[O:14])[CH:3]=1.[NH2:16][C:17]1[CH:18]=[CH:19][CH:20]=[C:21]2[C:26]=1[N:25]=[CH:24][CH:23]=[CH:22]2.N1C=CC=CC=1>CN(C1C=CN=CC=1)C.C(Cl)Cl>[F:1][C:2]1[C:7]([CH3:8])=[CH:6][C:5]([S:9]([NH:16][C:17]2[CH:18]=[CH:19][CH:20]=[C:21]3[C:26]=2[N:25]=[CH:24][CH:23]=[CH:22]3)(=[O:11])=[O:10])=[C:4]([N+:13]([O-:15])=[O:14])[CH:3]=1. Procedure: In a similar fashion using route 14 general procedure 27, 4-fluoro-5-methyl-2-nitro-benzenesulfonyl chloride (Intermediate 452) (1.6 g, 6.3 mmol), 8-aminoquinoline (700 mg, 4.86 mmol), DMAP (cat.), pyridine (5 ml) and DCM (5 ml) gave the title compound (520 mg, 52%) after purification by column chromatography with DCM/MeOH (99:1) as the eluent. Starting materials: FC(C=1C=CC2=C(C(=NCC(=N2)NN)C2=C(C=CC=C2)F)C1)(F)F (7-(trifluoromethyl)-2-hydrazino-5-(o-fluorophenyl)-3H-1,4-benzodiazepine), O=C(C(=O)O)CCN(CCC)CCC (2-oxo-4-(dipropylamino)-butyric acid). Yields the product FC(C=1C=CC2=C(C(=NCC(=N2)NN=C(CCN(CCC)CCC)C(=O)O)C2=C(C=CC=C2)F)C1)(F)F (7-(trifluoromethyl)-2-[[1-carboxy-3-(dipropylamino)propylidene]-hydrazino]-5-(o-fluorophenyl)-3H-1,4-benzodiazepine). Reaction SMILES: [F:1][C:2]([F:24])([F:23])[C:3]1[CH:4]=[CH:5][C:6]2[N:12]=[C:11]([NH:13][NH2:14])[CH2:10][N:9]=[C:8]([C:15]3[CH:20]=[CH:19][CH:18]=[CH:17][C:16]=3[F:21])[C:7]=2[CH:22]=1.O=[C:26]([CH2:30][CH2:31][N:32]([CH2:36][CH2:37][CH3:38])[CH2:33][CH2:34][CH3:35])[C:27]([OH:29])=[O:28]>>[F:24][C:2]([F:1])([F:23])[C:3]1[CH:4]=[CH:5][C:6]2[N:12]=[C:11]([NH:13][N:14]=[C:26]([C:27]([OH:29])=[O:28])[CH2:30][CH2:31][N:32]([CH2:36][CH2:37][CH3:38])[CH2:33][CH2:34][CH3:35])[CH2:10][N:9]=[C:8]([C:15]3[CH:20]=[CH:19][CH:18]=[CH:17][C:16]=3[F:21])[C:7]=2[CH:22]=1. Procedure details: In the manner given in Example 13, 7-(trifluoromethyl)-2-hydrazino-5-(o-fluorophenyl)-3H-1,4-benzodiazepine can be stirred with 2-oxo-4-(dipropylamino)-butyric acid at room temperature to give 7-(trifluoromethyl)-2-[[1-carboxy-3-(dipropylamino)propylidene]-hydrazino]-5-(o-fluorophenyl)-3H-1,4-benzodiazepine. Starting materials: C(C)(=O)OCC1=C(N2C(C(C2SC1)NC(CC=1N=C(SC1)C1=C(C=CC=C1)O)=O)=O)C(=O)O (3-[(Acetyloxy)methyl]-7-[[[2-(2-hydroxyphenyl)-4-thiazolyl]acetyl]amino]-8-oxo-5-thia-1-azabicyclo[4.2.0]oct-2-ene-2-carboxylic Acid), C1(=CC=CC=C1)C(C1=CC=CC=C1)OC(=O)C=1N2C(C(C2SCC1)NC(CC=1N=C(SC1)C1=C(C=CC=C1O)O)=O)=O (7-[[[2-(2,6-Dihydroxyphenyl)-4-thiazolyl]acetyl]amino]-8-oxo-5-thia-1-azabicyclo[4.2.0]oct-2-ene-2-carboxylic Acid Diphenylmethyl Ester), [SiH](CC)(CC)CC (Et3SiH), FC(C(=O)O)(F)F (trifluoroacetic acid). Run in C(CCl)Cl (ClCH2CH2Cl). Yields the product OC1=C(C(=CC=C1)O)C=1SC=C(N1)CC(=O)NC1C2SCC=C(N2C1=O)C(=O)O (7-[[[2-(2,6-Dihydroxyphenyl)-4-thiazolyl]acetyl]amino]-8-oxo-5-thia-1-azabicyclo[4.2.0]oct-2-ene-2-carboxylic Acid). Isolated yield 86.3%. As a reaction SMILES: C(OCC1CSC2N(C(=O)C2NC(=O)CC2N=C(C3C=CC=CC=3O)SC=2)C=1C(O)=O)(=O)C.C1(C([O:47][C:48]([C:50]2[N:51]3[CH:54]([S:55][CH2:56][CH:57]=2)[CH:53]([NH:58][C:59](=[O:74])[CH2:60][C:61]2[N:62]=[C:63]([C:66]4[C:71]([OH:72])=[CH:70][CH:69]=[CH:68][C:67]=4[OH:73])[S:64][CH:65]=2)[C:52]3=[O:75])=[O:49])C2C=CC=CC=2)C=CC=CC=1.[SiH](CC)(CC)CC.FC(F)(F)C(O)=O>C(Cl)CCl>[OH:72][C:71]1[CH:70]=[CH:69][CH:68]=[C:67]([OH:73])[C:66]=1[C:63]1[S:64][CH:65]=[C:61]([CH2:60][C:59]([NH:58][CH:53]2[C:52](=[O:75])[N:51]3[CH:54]2[S:55][CH2:56][CH:57]=[C:50]3[C:48]([OH:49])=[O:47])=[O:74])[N:62]=1. Procedure details: The procedure used for the preparation of 9a was repeated with 8g (145 mg, 0.242 mmol), Et3SiH (0.387 mL, 2.42 mmol), and trifluoroacetic acid (0.746 mL, 9.68 mmol) in dry ClCH2CH2Cl (6 mL) at 0° C. under nitrogen to give 9g (90.5 mg, 86%) as a white solid after crystallization from THF/CH2Cl2 /hexane. mp 165° C. (dec); IR (KBr) 3550-2550 (br), 3282, 1779, 1725, 1665, 1469, 1235 cm-1 ; 1H NMR (DMSO-d6) δ3.43-3.62 (2H, m), 3.76 (2H, s, CH2), 5.00 (1H, d, J=4.8 Hz), 5.67-5.73 (1H, m), 6.42 (3H, d,... RXN SMILES: [CH2:1]([O:8][CH2:9][CH2:10][NH2:11])[C:2]1[CH:7]=[CH:6][CH:5]=[CH:4][CH:3]=1.C(=O)([O-])[O-].[K+].[K+].[N:18]([CH2:21][C:22](Cl)=[O:23])=[N+:19]=[N-:20]>CC(C)=O>[N:18]([CH2:21][C:22]([NH:11][CH2:10][CH2:9][O:8][CH2:1][C:2]1[CH:7]=[CH:6][CH:5]=[CH:4][CH:3]=1)=[O:23])=[N+:19]=[N-:20] |f:1.2.3|. Conditions: time 3 hour. Product: N(=[N+]=[N-])CC(=O)NCCOCC1=CC=CC=C1 (Azido-N-(2-benzyloxyethyl)acetamide). Run in CC(=O)C (acetone). Reported procedure: A solution of 2-benzyloxyethylamine (15 g) and potassium carbonate (40 g) in acetone (400 ml) was treated dropwise with azidoacetyl chloride at 20° C. After stirring for 3 h at room temperature, the mixture was filtered and concentrated in vacuo. Dichloromethane (800 ml) was added, and the solution was washed with aq. sodium bicarbonate. The organic phase was dried over magnesium sulfate. Removal of solvent in vacuo gave a yellow oil which was filtered through silica gel with ethyl acetate. Remo... Reactants: C(C1=CC=CC=C1)OCCN (2-benzyloxyethylamine), C([O-])([O-])=O.[K+].[K+] (potassium carbonate), N(=[N+]=[N-])CC(=O)Cl (azidoacetyl chloride). Reactants: COc1c(Cl)cc(C(=O)O)cc1[N+](=O)[O-], [Na+], c1cc2c(cn1)NCCO2, [OH-], O, O=P(Cl)(Cl)Cl. The product is COc1c(Cl)cc(C(=O)N2CCOc3ccncc32)cc1[N+](=O)[O-]. As a reaction SMILES: [Cl:16][c:17]1[cH:18][c:19]([C:20](=[O:21])[OH:22])[cH:23][c:24]([N+:28](=[O:29])[O-:30])[c:25]1[O:26][CH3:27].[Na+:32].[O:6]1[c:7]2[c:8]([cH:12][n:13][cH:14][cH:15]2)[NH:9][CH2:10][CH2:11]1.[OH-:31].[OH2:33].[P:1]([Cl:2])([Cl:3])([Cl:4])=[O:5]>>[O:6]1[c:7]2[c:8]([cH:12][n:13][cH:14][cH:15]2)[N:9]([C:20]([c:19]2[cH:18][c:17]([Cl:16])[c:25]([O:26][CH3:27])[c:24]([N+:28](=[O:29])[O-:30])[cH:23]2)=[O:21])[CH2:10][CH2:11]1. Starting materials: C(C)#N (acetonitrile), CC(CC=1SC=CC1)NC=O (N-(1-methyl-2-thiphen-2-yl-ethyl)-formamide), ice, C(C)#N (acetonitrile), ice, [OH-].[Na+] (sodium hydroxide), O (water), P(=O)(Cl)(Cl)Cl (phosphorus oxychloride), solid. Reaction conditions: time 16 hour. Product: CC1CC2=C(C=N1)SC=C2 (5-Methyl-4,5-dihydro-thieno[2,3-c]-pyridine). Reaction SMILES: C[CH:2](NC=O)[CH2:3][C:4]1[S:5][CH:6]=[CH:7][CH:8]=1.P(Cl)(Cl)(Cl)=O.O.[OH-].[Na+].[C:20](#[N:22])[CH3:21]>>[CH3:2][CH:3]1[N:22]=[CH:20][C:21]2[S:5][CH:6]=[CH:7][C:8]=2[CH2:4]1 |f:3.4|. Procedure: A solution of 6.6 g (33.1 mmol) N-(1-methyl-2-thiphen-2-yl-ethyl)-formamide in 200 ml acetonitrile is cooled in the ice bath and slowly combined with a solution of 6.1 ml (66.3 mmol) phosphorus oxychloride in 50 ml acetonitrile. The mixture is first of all stirred for a further three hours in the ice bath and then for 16 hours at RT. Then it is poured onto 200 ml of water, made alkaline with 9 g of solid sodium hydroxide and extracted three times with ethyl acetate. The combined organic phases a... Reactants: COc1ccc(-c2ccc(Br)cn2)cc1OC, C=CC(=O)OC(C)(C)C, CCN(C(C)C)C(C)C, CN(C)C=O, O=C(C=Cc1ccccc1)C=Cc1ccccc1, O=C(C=Cc1ccccc1)C=Cc1ccccc1, O=C(C=Cc1ccccc1)C=Cc1ccccc1, [Pd], [Pd]. The product is COc1ccc(-c2ccc(C=CC(=O)OC(C)(C)C)cn2)cc1OC. Reaction SMILES: [Br:1][c:2]1[cH:3][cH:4][c:5](-[c:8]2[cH:9][c:10]([O:16][CH3:17])[c:11]([O:14][CH3:15])[cH:12][cH:13]2)[n:6][cH:7]1.[C:18]([CH:19]=[CH2:20])(=[O:21])[O:22][C:23]([CH3:24])([CH3:25])[CH3:26].[CH:27]([N:28]([CH2:29][CH3:30])[CH:31]([CH3:32])[CH3:33])([CH3:34])[CH3:35].[O:36]=[CH:37][N:38]([CH3:39])[CH3:40].[O:43]=[C:44]([CH:45]=[CH:46][c:47]1[cH:48][cH:49][cH:50][cH:51][cH:52]1)[CH:53]=[CH:54][c:55]1[cH:56][cH:57][cH:58][cH:59][cH:60]1.[O:61]=[C:62]([CH:63]=[CH:64][c:65]1[cH:66][cH:67][cH:68][cH:69][cH:70]1)[CH:71]=[CH:72][c:73]1[cH:74][cH:75][cH:76][cH:77][cH:78]1.[O:79]=[C:80]([CH:81]=[CH:82][c:83]1[cH:84][cH:85][cH:86][cH:87][cH:88]1)[CH:89]=[CH:90][c:91]1[cH:92][cH:93][cH:94][cH:95][cH:96]1.[Pd:41].[Pd:42]>>[c:2]1([CH:20]=[CH:19][C:18](=[O:21])[O:22][C:23]([CH3:24])([CH3:25])[CH3:26])[cH:3][cH:4][c:5](-[c:8]2[cH:9][c:10]([O:16][CH3:17])[c:11]([O:14][CH3:15])[cH:12][cH:13]2)[n:6][cH:7]1. Reactants: O=C1NC(Cc2cccc(OC(F)(F)C(F)F)c2)C(c2ccc(OCc3ccccc3)cc2)O1, CCO, [Na+], [OH-]. The product is NC(Cc1cccc(OC(F)(F)C(F)F)c1)C(O)c1ccc(OCc2ccccc2)cc1. RXN SMILES: [CH2:1]([c:2]1[cH:3][cH:4][cH:5][cH:6][cH:7]1)[O:8][c:9]1[cH:10][cH:11][c:12]([CH:15]2[CH:16]([CH2:21][c:22]3[cH:23][c:24]([O:28][C:29]([CH:30]([F:31])[F:32])([F:33])[F:34])[cH:25][cH:26][cH:27]3)[NH:17][C:18](=[O:20])[O:19]2)[cH:13][cH:14]1.[CH3:37][CH2:38][OH:39].[Na+:36].[OH-:35]>>[CH2:1]([c:2]1[cH:3][cH:4][cH:5][cH:6][cH:7]1)[O:8][c:9]1[cH:10][cH:11][c:12]([CH:15]([CH:16]([NH2:17])[CH2:21][c:22]2[cH:23][c:24]([O:28][C:29]([CH:30]([F:31])[F:32])([F:33])[F:34])[cH:25][cH:26][cH:27]2)[OH:19])[cH:13][cH:14]1.